Dataset: the Open Reaction Database (ORD), a public repository of structured organic reaction records. Task: describe an organic reaction: reactants, conditions, products, and yield Reactants: N([C@@H](C(C)C)C(=O)O)C(=O)OC(C)(C)C (Boc-Val-OH), CN1CCOCC1 (N-methylmorpholine), ClC(=O)OCC(C)C (isobutyl chloroformate). Solvent: C1CCOC1 (THF), C(C)(=O)OCC (ethyl acetate). Reaction conditions: time 2 hour. Product: N[C@@H](C(C)C)C(=O)CCl.Cl (H-ValCH2Cl.HCl), N([C@@H](C(C)C)C(=O)CCl)C(=O)OC(C)(C)C (Boc-ValCH2Cl). Yield: 108.1%. RXN SMILES: [NH:1]([C:9]([O:11][C:12]([CH3:15])([CH3:14])[CH3:13])=[O:10])[C@H:2]([C:6]([OH:8])=O)[CH:3]([CH3:5])[CH3:4].CN1CCOCC1.[Cl:23][C:24](OCC(C)C)=O>C1COCC1.C(OCC)(=O)C>[NH2:1][C@H:2]([C:6]([CH2:24][Cl:23])=[O:8])[CH:3]([CH3:4])[CH3:5].[ClH:23].[NH:1]([C:9]([O:11][C:12]([CH3:15])([CH3:14])[CH3:13])=[O:10])[C@H:2]([C:6]([CH2:24][Cl:23])=[O:8])[CH:3]([CH3:4])[CH3:5] |f:5.6|. Reported procedure: First, precursor H-ValCH2Cl.HCl was prepared by dissolving Boc-Val-OH (6.5 g, 30 mmol) in 10 mL of THF and treating it with N-methylmorpholine (3.3 mL, 30 mmol) and isobutyl chloroformate (3.9 mL, 30 mmol) for 10 minutes at -20°. The resulting mixture was filtered and the retained material was washed with 40 mL of cold THF. The combined filtrates were added to 200 mL of diazomethane:ether. The resulting solution was stirred for 2 hours at 0°, and then solvent was removed by evaporation to yield ... Reactants: NC=1SC(=NN1)SC (2-amino-5-methylthio-1,3,4-thiadiazole), ClCC(CC(=O)OCC)=O (ethyl 4-chloro-acetoacetate). Solvent: polyphosphoric acid. Run at temperature 100 celsius, time 1 hour. Yields the product ClCC=1N=C2N(C(C1)=O)N=C(S2)SC (7-chloromethyl-2-methylthio-5H-1,3,4-thiadiazolo[3,2-a]pyrimidine-5-one). As a reaction SMILES: [NH2:1][C:2]1[S:3][C:4]([S:7][CH3:8])=[N:5][N:6]=1.[Cl:9][CH2:10][C:11](=O)[CH2:12][C:13](OCC)=[O:14]>>[Cl:9][CH2:10][C:11]1[N:1]=[C:2]2[S:3][C:4]([S:7][CH3:8])=[N:5][N:6]2[C:13](=[O:14])[CH:12]=1. Reported procedure: 2-amino-5-methylthio-1,3,4-thiadiazole (9.4 g) was reacted with ethyl 4-chloro-acetoacetate (15.8 g) in polyphosphoric acid (50 g) under stirring at 100° C. for 1 hour. After cooling, dilution with ice water and neutralization with 35% NaOH, the precipitate was filtered and washed with water until neutral to give 7-chloromethyl-2-methylthio-5H-1,3,4-thiadiazolo[3,2-a]pyrimidine-5-one, m.p. 168°-169° C. (12.4 g), which was reacted with triphenylphosphine (14.4 g) in acetonitrile (250 ml) under st... Starting materials: C(C(C)C)C(C(=O)O)C(=O)O (isobutylmalonic acid), C=O (formalin), C(C)NCC (diethylamine). Solvent: C(Cl)(Cl)Cl (CHCl3). Run at time 3 hour. Product: CC(CC(C(=O)O)=C)C (4-methyl-2-methylenepentanoic acid). The yield is 98.0%. Reaction SMILES: [CH2:1]([CH:5]([C:9](O)=O)[C:6]([OH:8])=[O:7])[CH:2]([CH3:4])[CH3:3].C=O.C(NCC)C>C(Cl)(Cl)Cl>[CH3:3][CH:2]([CH3:4])[CH2:1][C:5](=[CH2:9])[C:6]([OH:8])=[O:7]. Procedure: To a stirred mixture of 14.0 g of isobutylmalonic acid and 37 mL of 37% formalin was added 9.05 mL of diethylamine at room temperature. The mixture was stirred at room temperature for 3 h and refluxed for an additional 2 h. The reaction mixture was cooled to room temperature and diluted with CHCl3, and extracted with saturated aqueous NaHCO3. The aqueous layer was acidified with 1M HCl and extracted with CHCl3. The organic extract was dried over anhydrous Na2SO4 and evaporated under reduced pres... Reactants: CC#CCO, [Cl-], CC1(COc2cc(Cl)ncn2)CC1(Cl)Cl, [H-], [NH4+], [Na+], C1CCOC1. Product: CC#CCOc1cc(OCC2(C)CC2(Cl)Cl)ncn1. As a reaction SMILES: [CH2:3]([C:4]#[C:5][CH3:6])[OH:7].[Cl-:23].[Cl:8][c:9]1[n:10][cH:11][n:12][c:13]([O:15][CH2:16][C:17]2([CH3:22])[C:18]([Cl:20])([Cl:21])[CH2:19]2)[cH:14]1.[H-:1].[NH4+:24].[Na+:2].[O:25]1[CH2:26][CH2:27][CH2:28][CH2:29]1>>[CH2:3]([C:4]#[C:5][CH3:6])[O:7][c:9]1[n:10][cH:11][n:12][c:13]([O:15][CH2:16][C:17]2([CH3:22])[C:18]([Cl:20])([Cl:21])[CH2:19]2)[cH:14]1. Reactants: C1CCC2=NCCCN2CC1, COc1cc(CN)cc(OC)c1, O=C(Nc1cccc2cnccc12)C(Cl)(Cl)Cl. Yields the product COc1cc(CNC(=O)Nc2cccc3cnccc23)cc(OC)c1. Reaction SMILES: [CH2:30]1[CH2:31][CH2:32][C:33]2=[N:38][CH2:37][CH2:36][CH2:35][N:34]2[CH2:39][CH2:40]1.[CH3:1][O:2][c:3]1[cH:4][c:5]([CH2:6][NH2:7])[cH:8][c:9]([O:11][CH3:12])[cH:10]1.[Cl:13][C:14]([C:15](=[O:16])[NH:17][c:18]1[c:19]2[cH:20][cH:21][n:22][cH:23][c:24]2[cH:25][cH:26][cH:27]1)([Cl:28])[Cl:29]>>[CH3:1][O:2][c:3]1[cH:4][c:5]([CH2:6][NH:7][C:15](=[O:16])[NH:17][c:18]2[c:19]3[cH:20][cH:21][n:22][cH:23][c:24]3[cH:25][cH:26][cH:27]2)[cH:8][c:9]([O:11][CH3:12])[cH:10]1. Reactants: NC1=C(C=C(C=C1)N1C(C=C(C=C1)OC1CCN(CC1)C1=NC=C(C=N1)CCC)=O)F (1-(4-amino-3-fluorophenyl)-4-(1-(5-propylpyrimidin-2-yl)piperidin-4-yloxy)pyridin-2(1H)-one), NC1=CC=C(C=C1)N1C(C=C(C=C1)OC1CCN(CC1)C1=NC=C(C=N1)CCC)=O (1-(4-aminophenyl)-4-(1-(5-propylpyrimidin-2-yl)piperidin-4-yloxy)pyridin-2(1H)-one), C(C(C)C)(=O)Cl (Isobutyryl chloride). The product is FC1=C(C=CC(=C1)N1C(C=C(C=C1)OC1CCN(CC1)C1=NC=C(C=N1)CCC)=O)NC(C(C)(C)C)=O (N-(2-fluoro-4-(2-oxo-4-(1-(5-propylpyrimidin-2-yl)piperidin-4-yloxy)pyridin-1(2H)-yl)phenyl)pivalamide). As a reaction SMILES: [NH2:1][C:2]1[CH:7]=[CH:6][C:5]([N:8]2[CH:13]=[CH:12][C:11]([O:14][CH:15]3[CH2:20][CH2:19][N:18]([C:21]4[N:26]=[CH:25][C:24]([CH2:27][CH2:28][CH3:29])=[CH:23][N:22]=4)[CH2:17][CH2:16]3)=[CH:10][C:9]2=[O:30])=[CH:4][C:3]=1[F:31].NC1C=CC(N2C=CC(OC3CCN(C4N=[CH:56][C:55]([CH2:58]CC)=[CH:54]N=4)CC3)=CC2=O)=CC=1.[C:62](Cl)(=[O:66])C(C)C>>[F:31][C:3]1[CH:4]=[C:5]([N:8]2[CH:13]=[CH:12][C:11]([O:14][CH:15]3[CH2:16][CH2:17][N:18]([C:21]4[N:26]=[CH:25][C:24]([CH2:27][CH2:28][CH3:29])=[CH:23][N:22]=4)[CH2:19][CH2:20]3)=[CH:10][C:9]2=[O:30])[CH:6]=[CH:7][C:2]=1[NH:1][C:62](=[O:66])[C:55]([CH3:54])([CH3:56])[CH3:58]. Procedure: Example 239 was prepared according to procedures described in Example 208 substituting 1-(4-amino-3-fluorophenyl)-4-(1-(5-propylpyrimidin-2-yl)piperidin-4-yloxy)pyridin-2(1H)-one for 1-(4-aminophenyl)-4-(1-(5-propylpyrimidin-2-yl)piperidin-4-yloxy)pyridin-2(1H)-one and substituting pivaloyl chloride (Aldrich) for Isobutyryl chloride except that the crude solid purified by flash chromatography (SiO2, 0 to 100% EtOAc in CH2Cl2). 1H NMR (400 MHz, CDCl3) δ ppm 8.51 (t, J=8.66 Hz, 1 H), 8.19 (s, 2 H)... Starting materials: C(C)OC(=O)C=1C=NC2=CC(=CC=C2C1OS(=O)(=O)C(F)(F)F)C(F)(F)F (4-Trifluoromethanesulfonyloxy-7-trifluoromethyl-quinoline-3-carboxylic acid ethyl ester), FC1=C(C=C(C=C1)C(F)(F)F)B(O)O (2-fluoro-5-trifluoromethylphenylboronic acid), P(=O)([O-])([O-])[O-].[K+].[K+].[K+] (potassium phosphate). Reagents/catalysts: C=1C=CC(=CC1)[P](C=2C=CC=CC2)(C=3C=CC=CC3)[Pd]([P](C=4C=CC=CC4)(C=5C=CC=CC5)C=6C=CC=CC6)([P](C=7C=CC=CC7)(C=8C=CC=CC8)C=9C=CC=CC9)[P](C=1C=CC=CC1)(C=1C=CC=CC1)C=1C=CC=CC1 (tetrakis(triphenylphosphine)palladium(0)). The solvent is O1CCOCC1 (dioxane), C(C)(=O)OCC (ethyl acetate). The product is C(C)OC(=O)C=1C=NC2=CC(=CC=C2C1C1=C(C=CC(=C1)C(F)(F)F)F)C(F)(F)F (4-(2-fluoro-5-trifluoromethyl-phenyl)-7-trifluoromethyl-quinoline-3-carboxylic acid ethyl ester). RXN SMILES: [CH2:1]([O:3][C:4]([C:6]1[CH:7]=[N:8][C:9]2[C:14]([C:15]=1OS(C(F)(F)F)(=O)=O)=[CH:13][CH:12]=[C:11]([C:24]([F:27])([F:26])[F:25])[CH:10]=2)=[O:5])[CH3:2].[F:28][C:29]1[CH:34]=[CH:33][C:32]([C:35]([F:38])([F:37])[F:36])=[CH:31][C:30]=1B(O)O.P([O-])([O-])([O-])=O.[K+].[K+].[K+]>O1CCOCC1.C(OCC)(=O)C.C1C=CC([P]([Pd]([P](C2C=CC=CC=2)(C2C=CC=CC=2)C2C=CC=CC=2)([P](C2C=CC=CC=2)(C2C=CC=CC=2)C2C=CC=CC=2)[P](C2C=CC=CC=2)(C2C=CC=CC=2)C2C=CC=CC=2)(C2C=CC=CC=2)C2C=CC=CC=2)=CC=1>[CH2:1]([O:3][C:4]([C:6]1[CH:7]=[N:8][C:9]2[C:14]([C:15]=1[C:30]1[CH:31]=[C:32]([C:35]([F:37])([F:38])[F:36])[CH:33]=[CH:34][C:29]=1[F:28])=[CH:13][CH:12]=[C:11]([C:24]([F:25])([F:26])[F:27])[CH:10]=2)=[O:5])[CH3:2] |f:2.3.4.5,^1:65,67,86,105|. Reported procedure: 4-Trifluoromethanesulfonyloxy-7-trifluoromethyl-quinoline-3-carboxylic acid ethyl ester (208 mg, 0.5 mmol), 2-fluoro-5-trifluoromethylphenylboronic acid (142 mg, 0.55 mmol), tetrakis(triphenylphosphine)palladium(0) (29 mg) and potassium phosphate (159 mg, 0.75 mmol) were heated together in dioxane (5 mL) to 80° C. overnight. The reaction mixture was then diluted with ethyl acetate and washed with brine twice. The organic layer was dried over sodium sulfate, concentrated, and the residue purified...